From a dataset of the Open Reaction Database (ORD), a public repository of structured organic reaction records. describe an organic reaction: reactants, conditions, products, and yield Reactants: OC1=CC=C(C=C1)C1=C2C(=NO1)C1=CC=C(C=C1C=C2)O (3-(4-hydroxyphenyl)naphtho[1,2-c]isoxazol-7-ol), C(CCC)(=O)Cl (butyryl chloride), N1=CC=CC=C1 (pyridine), C(=O)(O)[O-].[Na+] (NaHCO3). Run in C1CCOC1 (THF). Run at time 24 hour. Product: C(CCC)(=O)OC=1C=C2C=CC=3C(=NOC3C3=CC=C(C=C3)OC(CCC)=O)C2=CC1 (3-(4-butanoyloxyphenyl)naphtho[1,2-c]isoxazol-7-yl butanoate). Reaction SMILES: [OH:1][C:2]1[CH:7]=[CH:6][C:5]([C:8]2[O:12][N:11]=[C:10]3[C:13]4[C:18]([CH:19]=[CH:20][C:9]=23)=[CH:17][C:16]([OH:21])=[CH:15][CH:14]=4)=[CH:4][CH:3]=1.[C:22](Cl)(=[O:26])[CH2:23][CH2:24][CH3:25].N1C=[CH:32][CH:31]=[CH:30][CH:29]=1.C([O-])(O)=[O:35].[Na+]>C1COCC1>[C:22]([O:21][C:16]1[CH:17]=[C:18]2[C:13](=[CH:14][CH:15]=1)[C:10]1=[N:11][O:12][C:8]([C:5]3[CH:4]=[CH:3][C:2]([O:1][C:29](=[O:35])[CH2:30][CH2:31][CH3:32])=[CH:7][CH:6]=3)=[C:9]1[CH:20]=[CH:19]2)(=[O:26])[CH2:23][CH2:24][CH3:25] |f:3.4|. Procedure: This compound was made as a derivative of the compound prepared as described in Section 5.1.2.32. To a THF solution of 3-(4-hydroxyphenyl)naphtho[1,2-c]isoxazol-7-ol was added butyryl chloride (3.0 eq.) and pyridine (3.0 eq.). The mixture was stirred at rt for 24 h, poured into cold NaHCO3, extracted with EtOAc. The organic extracts were washed with brine, dried with Na2SO4 and concentrated in vacuo to give the product as a white powder. The reactants are BrC1=CC(=C(C(=O)O)C=C1)CC(=O)O (4-bromo-2-(carboxymethyl)benzoic acid), Cl (HCl), COC(CCCCC(=O)O)=O (adipic acid monomethyl ester), N,N′-carbonyldiimidazole. Run in C1CCOC1 (THF), C1CCOC1 (THF). Product: BrC=1C=C2C=C(OC(C2=CC1)=O)CCCCC(=O)OC (methyl 5-(6-bromo-1-oxo-1H-isochromen-3-yl)pentanoate). The yield is 11.5%. Reaction SMILES: [CH3:1][O:2][C:3](=[O:11])[CH2:4][CH2:5][CH2:6][CH2:7][C:8]([OH:10])=O.[Br:12][C:13]1[CH:21]=[CH:20][C:16]([C:17](O)=[O:18])=[C:15]([CH2:22]C(O)=O)[CH:14]=1.Cl>C1COCC1>[Br:12][C:13]1[CH:14]=[C:15]2[C:16](=[CH:20][CH:21]=1)[C:17](=[O:18])[O:10][C:8]([CH2:7][CH2:6][CH2:5][CH2:4][C:3]([O:2][CH3:1])=[O:11])=[CH:22]2. Procedure: To a stirred mixture of adipic acid monomethyl ester (9.27 g, 57.9 mmol, 1.50 equiv.) in THF (50 mL) was added N,N′-carbonyldiimidazole (9.39 g, 57.9 mmol, 1.50 equiv.) and the mixture was stirred at room temperature. After stirring for 30 min, the reaction mixture was cooled to 0° C. followed by dropwise addition of 4-bromo-2-(carboxymethyl)benzoic acid (10.0 g, 38.6 mmol) in THF (25 mL). The reaction was stirred gradually from 0° C. to room temperature for 48 h. Upon completion of the reaction... Reactants: ClC1=CC(=C(C=O)C=C1)C(=O)O (4-chloro-2-carboxybenzaldehyde), Br.BrCCN (2-bromoethylamine hydrobromide). Yields the product ClC=1C=C2C(N(C(C2=CC1)=O)CCBr)O (5-Chloro-3-hydroxy-2-(2-bromoethyl)-1-oxoisoindolin). Isolated yield 27.8%. Reaction SMILES: [Cl:1][C:2]1[CH:9]=[CH:8][C:5]([CH:6]=[O:7])=[C:4]([C:10]([OH:12])=O)[CH:3]=1.Br.[Br:14][CH2:15][CH2:16][NH2:17]>>[Cl:1][C:2]1[CH:3]=[C:4]2[C:5](=[CH:8][CH:9]=1)[C:6](=[O:7])[N:17]([CH2:16][CH2:15][Br:14])[CH:10]2[OH:12] |f:1.2|. Procedure details: The compound was prepared as described in example 1A, starting from 2.5 g (0.013 mole) of 4-chloro-2-carboxybenzaldehyde (I1 farmaco, Ed. Sci 31, 691, 1976) and 2.76 g (0.013 mole) of 2-bromoethylamine hydrobromide. 1.05 g of the title product were obtained; mp=164°-168 ° C. (n-hexane). Reactants: C(C)OC(C=C(OCC)N)=O (β-amino-β-ethoxyacrylic acid ethyl ester), [N+](=O)([O-])C=1C=C(CNN)C=CC1 (3-nitrobenzylhydrazine), Example 1. The product is NC=1NN(C(C1)=O)CC1=CC(=CC=C1)[N+](=O)[O-] (3-Amino-1-(3-nitrobenzyl)-pyrazol-5-one). As a reaction SMILES: C([O:3][C:4](=O)[CH:5]=[C:6]([NH2:10])OCC)C.[N+:12]([C:15]1[CH:16]=[C:17]([CH:21]=[CH:22][CH:23]=1)[CH2:18][NH:19][NH2:20])([O-:14])=[O:13]>>[NH2:10][C:6]1[NH:20][N:19]([CH2:18][C:17]2[CH:21]=[CH:22][CH:23]=[C:15]([N+:12]([O-:14])=[O:13])[CH:16]=2)[C:4](=[O:3])[CH:5]=1. Procedure: 17.5 g of β-amino-β-ethoxyacrylic acid ethyl ester and 16.7 g of 3-nitrobenzylhydrazine, analogously to the procedure described in Example 1 yield 12.3 g of the compound identified above as yellow crystals of melting point 163°, corresponding to 52% of theory. Reported procedure: To a solution of compound (S)-3-(2-Chloro-pyrimidin-4-yl)-4-isopropyl-oxazolidin-2-one (1.03 g, 4.3 mmol) in DMSO (12 mL) was added methyl-prop-2-ynylamine HCl salt (450 mg, 4.3 mmol) and diisopropylethylamine (2.2 mL, 12.6 mmol). The reaction was heated to 110 C for 18 hours. The reaction mixture was diluted with EtOAc (50 mL) and washed with water (25 mL) and brine (25 mL). The organic layer was dried over Na2SO4, filtered and concentrated. The crude material was purified on silica gel column ... As a reaction SMILES: Cl[C:2]1[N:7]=[C:6]([N:8]2[C@@H:12]([CH:13]([CH3:15])[CH3:14])[CH2:11][O:10][C:9]2=[O:16])[CH:5]=[CH:4][N:3]=1.Cl.C[NH:19][CH2:20][C:21]#[CH:22].[CH:23](N(C(C)C)CC)(C)C>CS(C)=O.CCOC(C)=O>[CH:13]([C@H:12]1[CH2:11][O:10][C:9](=[O:16])[N:8]1[C:6]1[CH:5]=[CH:4][N:3]=[C:2]([NH:19][C@@H:20]([CH3:23])[C:21]#[CH:22])[N:7]=1)([CH3:15])[CH3:14] |f:1.2|. The reactants are ClC1=NC=CC(=N1)N1C(OC[C@@H]1C(C)C)=O ((S)-3-(2-Chloro-pyrimidin-4-yl)-4-isopropyl-oxazolidin-2-one), Cl.CNCC#C (methyl-prop-2-ynylamine HCl salt), C(C)(C)N(CC)C(C)C (diisopropylethylamine). Run in CS(=O)C (DMSO), CCOC(=O)C (EtOAc). The product is C(C)(C)[C@@H]1N(C(OC1)=O)C1=NC(=NC=C1)N[C@H](C#C)C ((S)-4-Isopropyl-3-[2-((S)-1-methyl-prop-2-ynylamino)-pyrimidin-4-yl]-oxazolidin-2-one). Yield: 30.5%. Starting materials: CCCC[N+](CCCC)(CCCC)CCCC, Cc1ccccc1, ClCCN(CCCl)Cc1ccccc1, N#CCc1ccccc1, [Na+], [OH-], O=S(=O)([O-])O. The product is N#CC1(c2ccccc2)CCN(Cc2ccccc2)CC1, Cl. Reaction SMILES: [CH2:31]([N+:32]([CH2:33][CH2:34][CH2:35][CH3:36])([CH2:37][CH2:38][CH2:39][CH3:40])[CH2:41][CH2:42][CH2:43][CH3:44])[CH2:45][CH2:46][CH3:47].[CH3:48][c:49]1[cH:50][cH:51][cH:52][cH:53][cH:54]1.[Cl:1][CH2:2][CH2:3][N:4]([CH2:5][CH2:6][Cl:7])[CH2:8][c:9]1[cH:10][cH:11][cH:12][cH:13][cH:14]1.[N:15]#[C:16][CH2:17][c:18]1[cH:19][cH:20][cH:21][cH:22][cH:23]1.[Na+:25].[OH-:24].[S:26]([O-:27])([OH:28])(=[O:29])=[O:30]>>[CH2:2]1[CH2:3][N:4]([CH2:8][c:9]2[cH:10][cH:11][cH:12][cH:13][cH:14]2)[CH2:5][CH2:6][C:17]1([C:16]#[N:15])[c:18]1[cH:19][cH:20][cH:21][cH:22][cH:23]1.[ClH:1].